From a dataset of the Open Reaction Database (ORD), a public repository of structured organic reaction records. describe an organic reaction: reactants, conditions, products, and yield Reaction SMILES: [CH3:1][C:2]([O:5][C:6]([N:8]1[CH2:13][C@H:12]([N:14]([c:24]2[c:29]([Cl:30])[cH:28][cH:27][cH:26][n:25]2)[C:15]([c:17]3[cH:23][c:22](I)[c:20]([Br:21])[cH:19][cH:18]3)=[O:16])[CH2:11][CH2:10][CH2:9]1)=[O:7])([CH3:4])[CH3:3].[F:31][Ag]>>[CH3:1][C:2]([O:5][C:6]([N:8]1[CH2:13][C@H:12]([N:14]([c:24]2[c:29]([Cl:30])[cH:28][cH:27][cH:26][n:25]2)[C:15]([c:17]3[cH:23][c:22]([F:31])[c:20]([Br:21])[cH:19][cH:18]3)=[O:16])[CH2:11][CH2:10][CH2:9]1)=[O:7])([CH3:4])[CH3:3]. Starting materials: [K+].[F-], F[Ag], c1c(c(ccc1C(=O)N(c1c(cccn1)Cl)[C@H]1CN(CCC1)C(OC(C)(C)C)=O)Br)I. Solvent: CC1CCCO1 (Me-THF). Reagents/catalysts: c1ccc(cc1)-c2c3ccccc3cc4ccccc24 (9-Phenylanthracene), c1ccc2c(c1)c(ccc2)[Ni](P(c1ccccc1)(c1ccccc1)c1ccccc1)(P(c1ccccc1)(c1ccccc1)c1ccccc1)Cl (ClNi(Nap)(PPh3)2). The product is CC(C)(C)OC(=O)N1CCC[C@H](C1)N(C(=O)c2ccc(Br)c(F)c2)c3ncccc3Cl. Conditions: temperature 120 celsius, time 18 hour. Starting materials: FC=1C=C(CC2CCC=3NC(=CC32)C(=O)OC)C=CC1F (methyl 4-(3,4-difluorobenzyl)-1,4,5,6-tetrahydrocyclopenta[b]pyrrole-2-carboxylate), [OH-].[Li+] (lithium hydroxide), CO (methanol). Run in C1CCOC1 (THF). Product: FC=1C=C(CC2CCC=3NC(=CC32)C(=O)O)C=CC1F (4-(3,4-difluorobenzyl)-1,4,5,6-tetrahydrocyclopenta[b]pyrrole-2-carboxylic acid). As a reaction SMILES: [F:1][C:2]1[CH:3]=[C:4]([CH:18]=[CH:19][C:20]=1[F:21])[CH2:5][CH:6]1[C:13]2[CH:12]=[C:11]([C:14]([O:16]C)=[O:15])[NH:10][C:9]=2[CH2:8][CH2:7]1.[OH-].[Li+].CO>C1COCC1>[F:1][C:2]1[CH:3]=[C:4]([CH:18]=[CH:19][C:20]=1[F:21])[CH2:5][CH:6]1[C:13]2[CH:12]=[C:11]([C:14]([OH:16])=[O:15])[NH:10][C:9]=2[CH2:8][CH2:7]1 |f:1.2|. Reported procedure: The title compound was synthesized from methyl 4-(3,4-difluorobenzyl)-1,4,5,6-tetrahydrocyclopenta[b]pyrrole-2-carboxylate (0.10 g, 0.34 mmol) and lithium hydroxide (0.143 g, 3.4 mmol), according to General Procedure 7. A 1:1 mixture of methanol (MeOH) and THF (6 mL) was used. The resulting product was purified by column chromatography (Isco CombiFlash) eluting with a gradient of 0-100% EtOAc/heptane to afford the title compound. 46 mg. 1H NMR (400 MHz, METHANOL-d4) δ ppm 1.99-2.16 (m, 1H), 2.45... Reactants: O=C([O-])[O-], Cc1cc(C#N)cc(C(=O)c2[nH]c(=O)[nH]c(=O)c2C(C)C)c1, CCCCI, [K+], [K+], CN(C)C=O. Yields the product CCCCn1c(C(=O)c2cc(C)cc(C#N)c2)c(C(C)C)c(=O)[nH]c1=O. As a reaction SMILES: [C:23](=[O:24])([O-:25])[O-:26].[CH:1]([CH3:2])([CH3:3])[c:4]1[c:5]([C:12](=[O:13])[c:14]2[cH:15][c:16]([C:17]#[N:18])[cH:19][c:20]([CH3:22])[cH:21]2)[nH:6][c:7](=[O:11])[nH:8][c:9]1=[O:10].[I:29][CH2:30][CH2:31][CH2:32][CH3:33].[K+:27].[K+:28].[O:34]=[CH:35][N:36]([CH3:37])[CH3:38]>>[CH:1]([CH3:2])([CH3:3])[c:4]1[c:5]([C:12](=[O:13])[c:14]2[cH:15][c:16]([C:17]#[N:18])[cH:19][c:20]([CH3:22])[cH:21]2)[n:6]([CH2:30][CH2:31][CH2:32][CH3:33])[c:7](=[O:11])[nH:8][c:9]1=[O:10]. The reactants are ClC=1C=CC(=C(C1)C1=CC(N(C=C1OC(F)F)C(C(=O)NC1=CC=C(C(=O)OC(C)(C)C)C=C1)C)=O)C#N (tert-butyl 4-({2-[4-(5-chloro-2-cyanophenyl)-5-(difluoromethoxy)-2-oxopyridin-1(2H)-yl]propanoyl}amino)benzoate), C(=O)(C(F)(F)F)O (TFA). Product: ClC=1C=CC(=C(C1)C1=CC(N(C=C1OC(F)F)C(C(=O)NC1=CC=C(C(=O)O)C=C1)C)=O)C#N (4-({2-[4-(5-Chloro-2-cyanophenyl)-5-(difluoromethoxy)-2-oxopyridin-1(2H)-yl]propanoyl}amino)benzoic acid). RXN SMILES: [Cl:1][C:2]1[CH:3]=[CH:4][C:5]([C:37]#[N:38])=[C:6]([C:8]2[C:13]([O:14][CH:15]([F:17])[F:16])=[CH:12][N:11]([CH:18]([CH3:35])[C:19]([NH:21][C:22]3[CH:34]=[CH:33][C:25]([C:26]([O:28]C(C)(C)C)=[O:27])=[CH:24][CH:23]=3)=[O:20])[C:10](=[O:36])[CH:9]=2)[CH:7]=1.C(O)(C(F)(F)F)=O>>[Cl:1][C:2]1[CH:3]=[CH:4][C:5]([C:37]#[N:38])=[C:6]([C:8]2[C:13]([O:14][CH:15]([F:17])[F:16])=[CH:12][N:11]([CH:18]([CH3:35])[C:19]([NH:21][C:22]3[CH:23]=[CH:24][C:25]([C:26]([OH:28])=[O:27])=[CH:33][CH:34]=3)=[O:20])[C:10](=[O:36])[CH:9]=2)[CH:7]=1. Procedure details: 99 mg (0.18 mmol) of tert-butyl 4-({2-[4-(5-chloro-2-cyanophenyl)-5-(difluoromethoxy)-2-oxopyridin-1(2H)-yl]propanoyl}amino)benzoate (racemate) were hydrolysed with TFA according to General Method 2. Yield: 75 mg (84% of theory)